describe an organic reaction: reactants, conditions, products, and yield From a dataset of the Open Reaction Database (ORD), a public repository of structured organic reaction records. Reactants: COOCC1=NC=2C(N(C=CC2)CC2=CC(=C(C(=O)O)C=C2)OC)=N1 (4-[(2-(methoxyoxymethyl)-4H-imidazo[4,5-b]pyridin-4-yl)methyl]-2-methoxybenzoic acid), C1(CCCC1)[NH-] (N-cyclopentyl amide). Product: CC1CCC(CC1)N(C(C1=C(C=C(C=C1)CN1C=2C(=CC=C1)N=C(N2)COOC)OC)=O)C2CCCC2 (4-[(2 (methoxyoxymethyl)-4H-imidazo[4,5-b]pyridin 4-yl)methyl]-2-methoxybenzoic acid, N-4-methylcyclohexyl-N-cyclopentyl amide). RXN SMILES: [CH3:1][O:2][O:3][CH2:4][C:5]1[N:25]=[C:8]2[N:9]([CH2:13][C:14]3[CH:22]=[CH:21][C:17]([C:18](O)=[O:19])=[C:16]([O:23][CH3:24])[CH:15]=3)[CH:10]=[CH:11][CH:12]=[C:7]2[N:6]=1.[CH:26]1([NH-:31])[CH2:30][CH2:29][CH2:28][CH2:27]1>>[CH3:13][CH:14]1[CH2:22][CH2:21][CH:17]([N:31]([CH:26]2[CH2:30][CH2:29][CH2:28][CH2:27]2)[C:18](=[O:19])[C:17]2[CH:21]=[CH:22][C:14]([CH2:13][N:9]3[CH:10]=[CH:11][CH:12]=[C:7]4[N:6]=[C:5]([CH2:4][O:3][O:2][CH3:1])[N:25]=[C:8]34)=[CH:15][C:16]=2[O:23][CH3:24])[CH2:16][CH2:15]1. Procedure: 4-[(2-(methoxyoxymethyl)-4H-imidazo[4,5-b]pyridin-4-yl)methyl]-2-methoxybenzoic acid, N-2-methylcyclohexyl, N-cyclopentyl amide; Reactants: OC1CCC(CC1)NC1=C(C(=O)N)C=CC(=C1)C1=NC=CC2=C(C=CC=C12)C=1C=NC2=CC=CC=C2C1 (2-(4-Hydroxycyclohexylamino)-4-(5-(quinolin-3-yl)isoquinolin-1-yl)benzamide), [I-].CC=[N+]=CC (N,N-dimethylmethylene ammonium iodide), C(Cl)Cl (methylene chloride). The product is CN(C)CNC(C1=C(C=C(C=C1)C1=NC=CC2=C(C=CC=C12)C=1C=NC2=CC=CC=C2C1)NC1CCC(CC1)O)=O (N-((dimethylamino)methyl)-2-(4-hydroxycyclohexylamino)-4-(5-(quinolin-3-yl)isoquinolin-1-yl)benzamide). Yield: 95.0%. RXN SMILES: [OH:1][CH:2]1[CH2:7][CH2:6][CH:5]([NH:8][C:9]2[CH:17]=[C:16]([C:18]3[C:27]4[C:22](=[C:23]([C:28]5[CH:29]=[N:30][C:31]6[C:36]([CH:37]=5)=[CH:35][CH:34]=[CH:33][CH:32]=6)[CH:24]=[CH:25][CH:26]=4)[CH:21]=[CH:20][N:19]=3)[CH:15]=[CH:14][C:10]=2[C:11]([NH2:13])=[O:12])[CH2:4][CH2:3]1.[I-].C[CH:40]=[N+:41]=[CH:42]C.[CH2:44](Cl)Cl>>[CH3:40][N:41]([CH2:42][NH:13][C:11](=[O:12])[C:10]1[CH:14]=[CH:15][C:16]([C:18]2[C:27]3[C:22](=[C:23]([C:28]4[CH:29]=[N:30][C:31]5[C:36]([CH:37]=4)=[CH:35][CH:34]=[CH:33][CH:32]=5)[CH:24]=[CH:25][CH:26]=3)[CH:21]=[CH:20][N:19]=2)=[CH:17][C:9]=1[NH:8][CH:5]1[CH2:6][CH2:7][CH:2]([OH:1])[CH2:3][CH2:4]1)[CH3:44] |f:1.2|. Procedure: A solution of compound (6) (0.050 g) and N,N-dimethylmethylene ammonium iodide (0.025 g) in methylene chloride (1 ml) was stirred overnight at room temperature. The reaction solution was partitioned between chloroform and water. The organic layer was neutralized with an aqueous sodium bicarbonate solution, then washed with brine, and then dried over anhydrous sodium sulfate. The solvent was distilled off, and the residue was then purified by neutral silica gel column chromatography (chloroform/m... Starting materials: ClC=1C=CC2=C(CCC=3C=C4N(C23)CCN=C4C)C1 (3-Chloro-5,6,10,11-tetrahydro-8-methylbenzo[g]pyrazino[1,2-a]indole), saturated solution, C(\C=C\C(=O)O)(=O)O (fumaric acid), [BH4-].[Na+] (sodium borohydride). Solvent: CO (methanol), O (water), C(C)O (ethanol). The product is C(\C=C\C(=O)O)(=O)O.ClC=1C=CC2=C(CCC=3C=C4N(C23)CCNC4C)C1 (3-chloro-5,6,8,9,10,11-hexahydro-8-methylbenzo[g]pyrazino[1,2-a]indole fumarate). The yield is 78.0%. As a reaction SMILES: [Cl:1][C:2]1[CH:3]=[CH:4][C:5]2[C:13]3[N:12]4[CH2:14][CH2:15][N:16]=[C:17]([CH3:18])[C:11]4=[CH:10][C:9]=3[CH2:8][CH2:7][C:6]=2[CH:19]=1.[BH4-].[Na+].[C:22]([OH:29])(=[O:28])/[CH:23]=[CH:24]/[C:25]([OH:27])=[O:26]>CO.O.C(O)C>[C:22]([OH:29])(=[O:28])/[CH:23]=[CH:24]/[C:25]([OH:27])=[O:26].[Cl:1][C:2]1[CH:3]=[CH:4][C:5]2[C:13]3[N:12]4[CH2:14][CH2:15][NH:16][CH:17]([CH3:18])[C:11]4=[CH:10][C:9]=3[CH2:8][CH2:7][C:6]=2[CH:19]=1 |f:1.2,7.8|. Procedure: 3-Chloro-5,6,10,11-tetrahydro-8-methylbenzo[g]pyrazino[1,2-a]indole (0.9 g) was dissolved in a mixture of 40 ml of methanol and 4 ml of water under argon. The solution was treated portionwise with 0.4 g of sodium borohydride while stirring and stirred at room temperature overnight. Thereafter, the solvent was removed in a vacuum, the residue was taken up in 50 ml of methylene chloride and washed with 50 ml of 10% ammonia solution. The phases were separated and the aqueous phase was extracted twi... Solvent: N1=CC=CC=C1 (pyridine). Reaction SMILES: [CH2:1]([C@@H:6]1[CH2:11][O:10][C@@H:9](C2C=CC=CC=2C(O)=O)[CH2:8][O:7]1)[CH2:2][CH2:3][CH2:4][CH3:5].[O:21]=S(Cl)Cl.[C:25]1([CH3:31])[CH:30]=[CH:29][CH:28]=[CH:27][CH:26]=1.[CH2:32]([C@H:37]1[CH2:42][CH2:41][C@H:40]([OH:43])[CH2:39][CH2:38]1)[CH2:33][CH2:34][CH2:35][CH3:36]>N1C=CC=CC=1>[CH2:32]([C@H:37]1[CH2:38][CH2:39][C@H:40]([O:43][C:31](=[O:21])[C:25]2[CH:30]=[CH:29][C:28]([C@H:9]3[CH2:8][O:7][C@H:6]([CH2:1][CH2:2][CH2:3][CH2:4][CH3:5])[CH2:11][O:10]3)=[CH:27][CH:26]=2)[CH2:41][CH2:42]1)[CH2:33][CH2:34][CH2:35][CH3:36]. Starting materials: C(CCCC)[C@H]1OC[C@@H](OC1)C1=C(C(=O)O)C=CC=C1 ((trans-5-pentyl-1,4-dioxanyl)-benzoic acid), C1(=CC=CC=C1)C (toluene), O=S(Cl)Cl (SOCl2), acid chloride, C(CCCC)[C@@H]1CC[C@H](CC1)O (trans-4-pentylcyclohexanol). Procedure details: One boils 27.8 g. (trans-5-pentyl-1,4-dioxanyl)-benzoic acid (obtainable by reaction of trans-2-phenyl-5-pentyl-1,4-dioxane with CH3COCl/AlCl3 to give 2-p-acetylphenyl-5-pentyl-1,4-dioxane and decomposition with bromine/KOH) for 1 hour with 24 g. SOCl2, dissolves the crude acid chloride obtained in 150 ml. toluene, mixes with 8 ml. pyridine and 16.6 g. trans-4-pentylcyclohexanol and boils for 2 hours. After cooling and usual working up, one obtains p-(trans-5-pentyl-1,4-dioxan-2-yl)-benzoic acid... Yields the product C(CCCC)[C@@H]1CC[C@H](CC1)OC(C1=CC=C(C=C1)[C@@H]1OC[C@H](OC1)CCCCC)=O (p-(trans-5-pentyl-1,4-dioxan-2-yl)-benzoic acid trans-4-pentylcyclohexyl ester). The reactants are CNC([C@@H](N)CC1=CC=C(C=C1)OC)=O (N,O-dimethyltyrosine amide), C1(\C(\C)=C/C(=O)O1)=O (citraconic anhydride). Solvent: C(Cl)(Cl)Cl (chloroform). Reaction conditions: time 6 hour. Product: C(=O)(O)C(=CC(=O)N[C@@H](CC1=CC=C(C=C1)OC)C(=O)NC)C (Nα -(3-carboxy-2-butenoyl)-N,O-dimethyltyrosine amide). Yield: 26.0%. RXN SMILES: [CH3:1][NH:2][C:3](=[O:15])[C@H:4]([CH2:6][C:7]1[CH:12]=[CH:11][C:10]([O:13][CH3:14])=[CH:9][CH:8]=1)[NH2:5].[C:16]1(=[O:23])[O:22][C:20](=[O:21])[CH:19]=[C:17]1[CH3:18]>C(Cl)(Cl)Cl>[C:16]([C:17]([CH3:18])=[CH:19][C:20]([NH:5][C@H:4]([C:3]([NH:2][CH3:1])=[O:15])[CH2:6][C:7]1[CH:8]=[CH:9][C:10]([O:13][CH3:14])=[CH:11][CH:12]=1)=[O:21])([OH:23])=[O:22]. Reported procedure: A mixed solution consisting of 50 g of N,O-dimethyltyrosine amide, 400 ml of dry chloroform and 27 g of citraconic anhydride was stirred at room temperature for 6 hours, concentrated under a reduced pressure, subjected to a silica gel column chromatography and eluted with chloroform-methanol-acetic acid to obtain 20 g of Nα -(3-carboxy-2-butenoyl)-N,O-dimethyltyrosine amide. Starting materials: C(C)OC(CCCCCC[C@H]1[C@@H](CCC1=CCC(CCCCC)(C)O)O)=O (9β,15-dihydroxy-15-methyl-12-prostenoic acid ethyl ester), [Na+].[Cl-] (NaCl), COCCOC (1,2-dimethoxyethane), [OH-].[K+] (KOH). The solvent is C(C)OCC (diethyl ether), O (water). Yields the product O[C@@H]1[C@H](CCCCCCC(=O)O)C(CC1)=CCC(CCCCC)(C)O (9α,15-dihydroxy-15-methyl-12-prostenoic acid). RXN SMILES: C([O:3][C:4](=[O:27])[CH2:5][CH2:6][CH2:7][CH2:8][CH2:9][CH2:10][C@@H:11]1[C:15](=[CH:16][CH2:17][C:18]([OH:25])([CH3:24])[CH2:19][CH2:20][CH2:21][CH2:22][CH3:23])[CH2:14][CH2:13][C@H:12]1[OH:26])C.COCCOC.[OH-].[K+].[Na+].[Cl-]>C(OCC)C.O>[OH:26][C@H:12]1[CH2:13][CH2:14][C:15](=[CH:16][CH2:17][C:18]([OH:25])([CH3:24])[CH2:19][CH2:20][CH2:21][CH2:22][CH3:23])[C@H:11]1[CH2:10][CH2:9][CH2:8][CH2:7][CH2:6][CH2:5][C:4]([OH:27])=[O:3] |f:2.3,4.5|. Reported procedure: A mixture of 250 mg. 9β,15-dihydroxy-15-methyl-12-prostenoic acid ethyl ester (as mixture of the two 15-epimers), 20 ml. 1,2-dimethoxyethane, 0.3 g. KOH and 5 ml. water is stirred for 12 hours at room temperature, diluted with 40 ml. diethyl ether and saturated with NaCl. The organic phase is separated, washed twice with 15 ml. amounts of H2O and dried over MgSO4. Solvent is removed to obtain, as oily residue, 9α,15-dihydroxy-15-methyl-12-prostenoic acid as mixture of the 15-epimers.